Dataset: the Open Reaction Database (ORD), a public repository of structured organic reaction records. Task: describe an organic reaction: reactants, conditions, products, and yield Starting materials: C(#N)C=1C=C(COC=2C=C(C(=O)O)C=C(C2)OC2=CC=C(C=C2)C#N)C=CC1 (3-(3-cyano benzyloxy)-5-(4-cyano phenoxy)benzoic acid), C(C)(C)(C)OC(NC1CCC(CC1)N)=O ((4-amino-cyclohexyl)-carbamic acid tert-butyl ester). The product is C(C)(C)(C)OC(NC1CCC(CC1)NC(C1=CC(=CC(=C1)OC1=CC=C(C=C1)C#N)OCC1=CC(=CC=C1)C#N)=O)=O ({4-[3-(3-Cyano benzyloxy)-5-(4-cyano phenoxy)benzoyl Amino]cyclohexyl}-carbamic Acid Tert-butyl Ester). Yield: 74.0%. RXN SMILES: [C:1]([C:3]1[CH:4]=[C:5]([CH:26]=[CH:27][CH:28]=1)[CH2:6][O:7][C:8]1[CH:9]=[C:10]([CH:14]=[C:15]([O:17][C:18]2[CH:23]=[CH:22][C:21]([C:24]#[N:25])=[CH:20][CH:19]=2)[CH:16]=1)[C:11](O)=[O:12])#[N:2].[C:29]([O:33][C:34](=[O:43])[NH:35][CH:36]1[CH2:41][CH2:40][CH:39]([NH2:42])[CH2:38][CH2:37]1)([CH3:32])([CH3:31])[CH3:30]>>[C:29]([O:33][C:34](=[O:43])[NH:35][CH:36]1[CH2:37][CH2:38][CH:39]([NH:42][C:11](=[O:12])[C:10]2[CH:14]=[C:15]([O:17][C:18]3[CH:23]=[CH:22][C:21]([C:24]#[N:25])=[CH:20][CH:19]=3)[CH:16]=[C:8]([O:7][CH2:6][C:5]3[CH:26]=[CH:27][CH:28]=[C:3]([C:1]#[N:2])[CH:4]=3)[CH:9]=2)[CH2:40][CH2:41]1)([CH3:32])([CH3:30])[CH3:31]. Procedure: Following the procedure of Example 5(c) 3-(3-cyano benzyloxy)-5-(4-cyano phenoxy)benzoic acid 0.46 g (1.24 mmol) and (4-amino-cyclohexyl)-carbamic acid tert-butyl ester (0.265 g, 1.24 mmol) were used to afford 0.52 g of the required product. 1H NMR (DMSO-d6): δ 1.25 (4H, m), 1.40 (9H, s), 1.8 (4H, m), 3.2 (1H, m), 3.7 (1H, m), 5.25 (2H, s), 6.74 (1H, d), 7.02 (1H, s), 7.32 (2H, d), 7.22 (1H, s), 7.44 (1H, s), 7.64 (1H, m), 7.84 (4H, m), 7.95 (1H, s), 8.3 (1H, d).